From a dataset of the Open Reaction Database (ORD), a public repository of structured organic reaction records. describe an organic reaction: reactants, conditions, products, and yield The reactants are C(C)OC1=C(C(=O)O)C=CC=C1 (2-ethoxybenzoic acid), C(C(=O)Cl)(=O)Cl (oxalyl chloride). The reagents and catalysts are CN(C=O)C (dimethylformamide). The solvent is C(Cl)Cl (methylene chloride). Conditions: time 1 hour. The product is C(C)OC1=C(C(=O)Cl)C=CC=C1 (2-ethoxybenzoyl chloride). Isolated yield 99.9%. As a reaction SMILES: [CH2:1]([O:3][C:4]1[CH:12]=[CH:11][CH:10]=[CH:9][C:5]=1[C:6](O)=[O:7])[CH3:2].C(Cl)(=O)C([Cl:16])=O>C(Cl)Cl.CN(C)C=O>[CH2:1]([O:3][C:4]1[CH:12]=[CH:11][CH:10]=[CH:9][C:5]=1[C:6]([Cl:16])=[O:7])[CH3:2]. Reported procedure: A solution of 2-ethoxybenzoic acid (0.75 g, 4.5 mmol) in 23 mL of methylene chloride at 0° C. was treated with oxalyl chloride (0.44 mL, 4.9 mmol) followed by 2 drops of dimethylformamide. The solution was stirred at ambient temperature for 1 hour and then concentrated under reduced pressure to provide 0.83 g of 2-ethoxybenzoyl chloride. To a solution of 4-trifluoromethylthiazol-2-ylamine (0.50 g, 3.0 mmol) in 10 mL THF at 0° C. was added a solution of the fleshly prepared acid chloride in 5 mL ... Reactants: NC1=NNC=N1 (3-amino-1H-1,2,4-triazole), CCC(=O)CC(=O)OC (methyl 3-oxo-n-valerate). Reported procedure: 33.6 g (0.4 mol) of 3-amino-1H-1,2,4-triazole and 52 g (0.4 mol) of methyl 3-oxo-n-valerate were heated in 130 ml acetic acid for 70 min. After cooling crystals precipitated, which were filtered by suction and dissolved in 1 l water. After several extractions with dichloromethane the combined organic layers were dried over sodium sulfate, and the solvent distilled off in vacuo. The title compound crystallized during the evaporation in colorless crystals, m.p. 212° C. The product is C(C)C1=NC=2N(C(=C1)O)N=CN2 (5-Ethyl-[1,2,4]triazolo[1,5-a]pyrimidine-7-ol). As a reaction SMILES: [NH2:1][C:2]1[N:6]=[CH:5][NH:4][N:3]=1.[CH3:7][CH2:8][C:9]([CH2:11][C:12](OC)=[O:13])=O>C(O)(=O)C>[CH2:8]([C:9]1[CH:11]=[C:12]([OH:13])[N:3]2[N:4]=[CH:5][N:6]=[C:2]2[N:1]=1)[CH3:7]. Run in C(C)(=O)O (acetic acid). The reactants are COC([C@@H](N)C(C)C)=O (Valine methyl ester), CN1CCOCC1 (N-methyl morpholine), [Cl-].N1CCOCC1 (morpholine chloride), CN1CCOCC1 (N-methyl morpholine). Solvent: C1CCOC1 (THF), CN(C)C=O (DMF). Conditions: time 8 hour. The product is COC([C@@H](NC(=O)N1CCOCC1)C(C)C)=O (N-morpholinecarbonyl-valine methyl ester). As a reaction SMILES: [CH3:1][O:2][C:3](=[O:9])[C@H:4]([CH:6]([CH3:8])[CH3:7])[NH2:5].[CH3:10][N:11]1[CH2:16][CH2:15][O:14][CH2:13][CH2:12]1.[Cl-].N1CC[O:21]CC1>C1COCC1.CN(C=O)C>[CH3:1][O:2][C:3](=[O:9])[C@H:4]([CH:6]([CH3:8])[CH3:7])[NH:5][C:10]([N:11]1[CH2:16][CH2:15][O:14][CH2:13][CH2:12]1)=[O:21] |f:2.3|. Procedure details: N-Morpholinecarbonyl-L-aline methyl ester: HCL-Valine methyl ester (25 g) was dissolved under argon in 600 mL of freshly distilled THF and 100 mL of dry DMF and 1.0 equivalents of N-methyl morpholine. The resulting solution was cooled to -15° and an additional 1.1 equivalent of N-methyl morpholine followed by 1.1 equivalents of morpholine chloride was added. The reaction was allowed to come slowly to room temperature and stir overnight. The reaction is then poured into 300 mL of 1N HCL and extra... Reactants: CCN(C(C)C)C(C)C, ClC(Cl)Cl, Cc1sc(C(=O)O)cc1-c1c(Cl)cnn1C, NC(Cc1c(F)cccc1F)C(=O)O, NC(Cc1cc(F)ccc1F)CN1C(=O)c2ccccc2C1=O. The product is Cc1sc(C(=O)NC(Cc2cc(F)ccc2F)CN2C(=O)c3ccccc3C2=O)cc1-c1c(Cl)cnn1C. As a reaction SMILES: [CH:54]([N:55]([CH2:56][CH3:57])[CH:58]([CH3:59])[CH3:60])([CH3:61])[CH3:62].[CH:63]([Cl:64])([Cl:65])[Cl:66].[Cl:1][c:2]1[cH:3][n:4][n:5]([CH3:16])[c:6]1-[c:7]1[cH:8][c:9]([C:13](=[O:14])[OH:15])[s:10][c:11]1[CH3:12].[F:40][c:41]1[cH:42][cH:43][cH:44][c:45]([F:46])[c:47]1[CH2:48][CH:49]([C:50]([OH:51])=[O:52])[NH2:53].[NH2:17][CH:18]([CH2:19][N:20]1[C:21](=[O:30])[c:22]2[cH:23][cH:24][cH:25][cH:26][c:27]2[C:28]1=[O:29])[CH2:31][c:32]1[c:33]([F:39])[cH:34][cH:35][c:36]([F:38])[cH:37]1>>[Cl:1][c:2]1[cH:3][n:4][n:5]([CH3:16])[c:6]1-[c:7]1[cH:8][c:9]([C:13](=[O:15])[NH:17][CH:18]([CH2:19][N:20]2[C:21](=[O:30])[c:22]3[cH:23][cH:24][cH:25][cH:26][c:27]3[C:28]2=[O:29])[CH2:31][c:32]2[c:33]([F:39])[cH:34][cH:35][c:36]([F:38])[cH:37]2)[s:10][c:11]1[CH3:12]. The reactants are COC(=O)CNC(NC=1C=C(C(=O)OCC=C)C=CC1)=O (allyl 3-(methoxycarbonylmethylureido)benzoate), Cl (hydrochloric acid), O (water), C([O-])(O)=O.[Na+] (sodium bicarbonate). Solvent: C1CCOC1 (THF). Conditions: time 2.5 hour. Yields the product C(C=C)OC(=O)C=1C=C(C=CC1)NC(NCC(=O)O)=O ((3-Allyloxycarbonylphenyl)ureidoacetic acid). Isolated yield 70.3%. RXN SMILES: C[O:2][C:3]([CH2:5][NH:6][C:7](=[O:21])[NH:8][C:9]1[CH:10]=[C:11]([CH:18]=[CH:19][CH:20]=1)[C:12]([O:14][CH2:15][CH:16]=[CH2:17])=[O:13])=[O:4].Cl.O.C(=O)(O)[O-].[Na+]>C1COCC1>[CH2:15]([O:14][C:12]([C:11]1[CH:10]=[C:9]([NH:8][C:7](=[O:21])[NH:6][CH2:5][C:3]([OH:4])=[O:2])[CH:20]=[CH:19][CH:18]=1)=[O:13])[CH:16]=[CH2:17] |f:3.4|. Procedure details: To a solution of allyl 3-(methoxycarbonylmethylureido)benzoate (5.27 g, 18.7 mmol) in THF (27 ml) is added 2N hydrochloric acid (37.4 ml), and the mixture is refluxed with stirring for 2.5 hours. After allowing to cool, water and an aqueous saturated sodium bicarbonate solution are added to the reaction solution to adjust the pH of the aqueous layer to 8, which is then extracted with ethyl acetate. Concentrated hydrochloric acid is added to the aqueous layer to adjust the pH to 1, followed by ex... Reactants: C1CCOC1, [Li]CCCC, Cc1nc(C)c(C(=O)O)s1, O=Cc1conc1-c1ccc(F)cn1. Product: Cc1nc(CC(O)c2conc2-c2ccc(F)cn2)sc1C(=O)O. Reaction SMILES: [CH2:30]1[O:31][CH2:32][CH2:33][CH2:34]1.[CH3:11][CH2:12][CH2:13][CH2:14][Li:15].[CH3:1][c:2]1[s:3][c:4]([C:8](=[O:9])[OH:10])[c:5]([CH3:7])[n:6]1.[F:16][c:17]1[cH:18][cH:19][c:20](-[c:23]2[n:24][o:25][cH:26][c:27]2[CH:28]=[O:29])[n:21][cH:22]1>>[CH2:1]([c:2]1[s:3][c:4]([C:8](=[O:9])[OH:10])[c:5]([CH3:7])[n:6]1)[CH:28]([c:27]1[c:23](-[c:20]2[cH:19][cH:18][c:17]([F:16])[cH:22][n:21]2)[n:24][o:25][cH:26]1)[OH:29]. As a reaction SMILES: C([O:3][C:4]([CH2:6][CH2:7][CH2:8][CH2:9][CH2:10][CH2:11][CH2:12][N:13]1[C:17]([C:18]2[CH:23]=[CH:22][CH:21]=[CH:20][CH:19]=2)=[C:16]([C:24]2[CH:29]=[CH:28][CH:27]=[CH:26][CH:25]=2)[N:15]=[C:14]1[C:30]1[CH:35]=[CH:34][C:33]([O:36][CH2:37][CH2:38][CH2:39][CH2:40][CH2:41][CH2:42][CH2:43][CH3:44])=[CH:32][CH:31]=1)=[O:5])C.[OH-].[Na+]>>[C:4]([CH2:6][CH2:7][CH2:8][CH2:9][CH2:10][CH2:11][CH2:12][N:13]1[C:17]([C:18]2[CH:23]=[CH:22][CH:21]=[CH:20][CH:19]=2)=[C:16]([C:24]2[CH:25]=[CH:26][CH:27]=[CH:28][CH:29]=2)[N:15]=[C:14]1[C:30]1[CH:31]=[CH:32][C:33]([O:36][CH2:37][CH2:38][CH2:39][CH2:40][CH2:41][CH2:42][CH2:43][CH3:44])=[CH:34][CH:35]=1)([OH:5])=[O:3] |f:1.2|. Reactants: C(C)OC(=O)CCCCCCCN1C(=NC(=C1C1=CC=CC=C1)C1=CC=CC=C1)C1=CC=C(C=C1)OCCCCCCCC (1-(7-Ethoxycarbonylheptyl)-2-[4-octyloxyphenyl]-4,5-diphenylimidazole), [OH-].[Na+] (sodium hydroxide). Procedure: 1-(7-Ethoxycarbonylheptyl)-2-[4-octyloxyphenyl]-4,5-diphenylimidazole (3.2 g) was reacted with 2N sodium hydroxide in a method similar to Example 9. Column chromatography on silica gel eluted with a dichloro-methane:methanol gradient and recrystallisation from acetonitrile gave 1-(7-carboxyheptyl)-2-[4-octyloxy-phenyl]-4,5-diphenylimidazole (1.7 g, 58.6%) as a white solid, m.p. 114°-115°. Found: C, 78.61; H, 8.23; N, 4.96%; C37H46N2O3 requires: C, 78.41; H, 8.18; N, 4.94%. The product is C(=O)(O)CCCCCCCN1C(=NC(=C1C1=CC=CC=C1)C1=CC=CC=C1)C1=CC=C(C=C1)OCCCCCCCC (1-(7-carboxyheptyl)-2-[4-octyloxy-phenyl]-4,5-diphenylimidazole). Isolated yield 55.8%. Starting materials: Cl (HCl), BrC=1N=C2C(=NC1)N(C(=C2)C=2C=C(C(=O)OC(C)(C)C)C=CC2)COCC[Si](C)(C)C (tert-Butyl 3-(2-bromo-5-((2-(trimethylsilyl)ethoxy)methyl)-5H-pyrrolo[2,3-b]pyrazin-6-yl)benzoate), C(=O)([O-])[O-].[K+].[K+] (K2CO3), [OH-].[Na+] (NaOH), BrC=1C=C(C(=O)OC(C)(C)C)C=CC1 (tert-butyl 3-bromobenzoate), C[Si](C)(C)C#C (trimethylsilylacetylene), BrC=1C(=NC=C(N1)Br)N (3,5-dibromopyrazin-2-amine), C(=O)([O-])[O-].[K+].[K+] (K2CO3). Run in CO (MeOH). Run at temperature 60 celsius. Yields the product BrC=1N=C2C(=NC1)N(C(=C2)C=2C=C(C(=O)O)C=CC2)COCC[Si](C)(C)C (3-(2-bromo-5-((2-(trimethylsilyl)ethoxy)methyl)-5H-pyrrolo[2,3-b]pyrazin-6-yl)benzoic acid). The yield is 90.0%. As a reaction SMILES: [Br:1][C:2]1[N:3]=[C:4]2[CH:10]=[C:9]([C:11]3[CH:12]=[C:13]([CH:21]=[CH:22][CH:23]=3)[C:14]([O:16]C(C)(C)C)=[O:15])[N:8]([CH2:24][O:25][CH2:26][CH2:27][Si:28]([CH3:31])([CH3:30])[CH3:29])[C:5]2=[N:6][CH:7]=1.BrC1C=C(C=CC=1)C(OC(C)(C)C)=O.C[Si](C#C)(C)C.C([O-])([O-])=O.[K+].[K+].BrC1C(N)=NC=C(Br)N=1.[OH-].[Na+].Cl>CO>[Br:1][C:2]1[N:3]=[C:4]2[CH:10]=[C:9]([C:11]3[CH:12]=[C:13]([CH:21]=[CH:22][CH:23]=3)[C:14]([OH:16])=[O:15])[N:8]([CH2:24][O:25][CH2:26][CH2:27][Si:28]([CH3:31])([CH3:30])[CH3:29])[C:5]2=[N:6][CH:7]=1 |f:3.4.5,7.8|. Procedure details: tert-Butyl 3-(2-bromo-5-((2-(trimethylsilyl)ethoxy)methyl)-5H-pyrrolo[2,3-b]pyrazin-6-yl)benzoate (2.5 g, 4.96 mmol, prepared using A from tert-butyl 3-bromobenzoate [Frontier Scientific] with trimethylsilylacetylene, Q with K2CO3, A with 3,5-dibromopyrazin-2-amine, B and C) and K2CO3 (0.685 g, 4.96 mmol) in MeOH (20 mL) were added to a flask. The mixture was heated to about 60° C. for about 17 h. An aqueous 40% NaOH solution (2 mL) was added and the mixture was heated to about 60° C. for about ... The reactants are C(C=C)C1=C(C(=C(C=C1)F)C1=C(C=C(C=C1)Cl)Cl)O (3-allyl-2′,4′-dichloro-6-fluorobiphenyl-2-ol). Reagents/catalysts: CC1=C([P](C2=C(C)C=CC=C2)([Pd]([P](C3=C(C)C=CC=C3)(C4=C(C)C=CC=C4)C(C=CC=C5)=C5C)(Cl)Cl)C6=C(C)C=CC=C6)C=CC=C1 (dichlorobis(tri-o-tolylphosphine)palladium). Run in C(Cl)Cl (methylene chloride). The product is ClC1=C(C=CC(=C1)Cl)C=1C(=C(C=CC1F)C=CC)O (2′,4′-dichloro-6-fluoro-3-(prop-1-enyl)biphenyl-2-ol). The yield is 72.8%. RXN SMILES: [CH2:1]([C:4]1[CH:9]=[CH:8][C:7]([F:10])=[C:6]([C:11]2[CH:16]=[CH:15][C:14]([Cl:17])=[CH:13][C:12]=2[Cl:18])[C:5]=1[OH:19])[CH:2]=[CH2:3]>C(Cl)Cl.CC1C=CC=CC=1[P](C1C=CC=CC=1C)([Pd](Cl)(Cl)[P](C1=C(C)C=CC=C1)(C1C=CC=CC=1C)C1C=CC=CC=1C)C1C=CC=CC=1C>[Cl:18][C:12]1[CH:13]=[C:14]([Cl:17])[CH:15]=[CH:16][C:11]=1[C:6]1[C:5]([OH:19])=[C:4]([CH:1]=[CH:2][CH3:3])[CH:9]=[CH:8][C:7]=1[F:10] |^1:29,40|. Reported procedure: Treatment of 3-allyl-2′,4′-dichloro-6-fluorobiphenyl-2-ol (1.1 g, 3.70 mmol) with dichlorobis(acetonitrile)palladium (II) (0.15 g, 0.58 mmol) in methylene chloride (50 mL) according to the procedure described for Example 69, Step 5 provided 0.8 g (73%) of 2′,4′-dichloro-6-fluoro-3-(prop-1-enyl)biphenyl-2-ol as a pale yellow oil.